This data is from the Open Reaction Database (ORD), a public repository of structured organic reaction records. The task is: describe an organic reaction: reactants, conditions, products, and yield Reactants: COC(=O)c1cc(C(=O)OC)c2ccc(Br)cc2n1, C1CCOC1, CCO, [Na+], [OH-], O, O=S(Cl)Cl. Product: COC(=O)c1ccnc2cc(Br)ccc12. As a reaction SMILES: [Br:1][c:2]1[cH:3][cH:4][c:5]2[c:6]([C:16](=[O:17])[O:18][CH3:19])[cH:7][c:8]([C:12]([O:13][CH3:14])=[O:15])[n:9][c:10]2[cH:11]1.[CH2:30]1[O:31][CH2:32][CH2:33][CH2:34]1.[CH3:26][CH2:27][OH:28].[Na+:21].[OH-:20].[OH2:29].[S:22]([Cl:23])([Cl:24])=[O:25]>>[Br:1][c:2]1[cH:3][cH:4][c:5]2[c:6]([C:16](=[O:17])[O:18][CH3:19])[cH:7][cH:8][n:9][c:10]2[cH:11]1.